Task: describe an organic reaction: reactants, conditions, products, and yield. Dataset: the Open Reaction Database (ORD), a public repository of structured organic reaction records Starting materials: ClC(C#C)(C)C (3-Chloro-3-methyl-1-butyne), IC1=C(C=C(C=C1)O)[N+](=O)[O-] (4-iodo-3-nitrophenol), C([O-])([O-])=O.[K+].[K+] (potassium carbonate). The reagents and catalysts are [I-].C(CCC)[N+](CCCC)(CCCC)CCCC (tetrabutylammonium iodide). Solvent: CC(=O)C (acetone), C(C)(=O)OCC (ethyl acetate), C(C)(=O)OCC (ethyl acetate). Conditions: temperature 65 celsius. Product: IC1=C(C=C(C=C1)OC(C)(C#C)C)[N+](=O)[O-] (1-iodo-4-(2-methyl-3-butyn-2-yloxy)-2-nitrobenzene). The yield is 90.9%. RXN SMILES: Cl[C:2]([CH3:6])([CH3:5])[C:3]#[CH:4].[I:7][C:8]1[CH:13]=[CH:12][C:11]([OH:14])=[CH:10][C:9]=1[N+:15]([O-:17])=[O:16].C(=O)([O-])[O-].[K+].[K+]>[I-].C([N+](CCCC)(CCCC)CCCC)CCC.CC(C)=O.C(OCC)(=O)C>[I:7][C:8]1[CH:13]=[CH:12][C:11]([O:14][C:2]([CH3:6])([C:3]#[CH:4])[CH3:5])=[CH:10][C:9]=1[N+:15]([O-:17])=[O:16] |f:2.3.4,5.6|. Procedure details: 3-Chloro-3-methyl-1-butyne (640 μL, 5.7 mmol, 3.0 equiv) was added to a stirred solution of 4-iodo-3-nitrophenol (500 mg, 1.89 mmol, 1 equiv), tetrabutylammonium iodide (2.10 g, 5.7 mmol, 3.0 equiv), and potassium carbonate (522 mg, 3.8 mmol, 2.0 equiv) in acetone (5.2 mL) at 23° C. The reaction mixture was warmed to 65° C. and was heated at this temperature for 18 h. The product solution was allowed to cool to 23° C., then was diluted with ethyl acetate (50 mL). The diluted product solution was...